This data is from the Open Reaction Database (ORD), a public repository of structured organic reaction records. The task is: describe an organic reaction: reactants, conditions, products, and yield The reactants are C(C)(C)(C)OC(NC1=CC=C(C=C1)N1C(N(C(C1(C)C)=N)C1=CC(=C(C=C1)C#N)C(F)(F)F)=S)=O ({4-[3-(4-cyano-3-trifluoromethylphenyl)-4-imino-5,5-dimethyl-2-thioxo-imidazolidin-1-yl]phenyl}carbamic acid tert-butyl ester), O (water), CO (methanol). Run in Cl (HCl). The product is NC1=CC=C(C=C1)N1C(N(C(C1(C)C)=O)C1=CC(=C(C#N)C=C1)C(F)(F)F)=S (4-[3-(4-aminophenyl)-4,4-dimethyl-5-oxo-2-thioxoimidazolidin-1-yl]-2-trifluoromethylbenzonitrile), 2d. As a reaction SMILES: C(OC(=O)[NH:7][C:8]1[CH:13]=[CH:12][C:11]([N:14]2[C:18]([CH3:20])([CH3:19])[C:17](=N)[N:16]([C:22]3[CH:27]=[CH:26][C:25]([C:28]#[N:29])=[C:24]([C:30]([F:33])([F:32])[F:31])[CH:23]=3)[C:15]2=[S:34])=[CH:10][CH:9]=1)(C)(C)C.C[OH:37].O>Cl>[NH2:7][C:8]1[CH:13]=[CH:12][C:11]([N:14]2[C:18]([CH3:20])([CH3:19])[C:17](=[O:37])[N:16]([C:22]3[CH:27]=[CH:26][C:25]([C:28]#[N:29])=[C:24]([C:30]([F:31])([F:33])[F:32])[CH:23]=3)[C:15]2=[S:34])=[CH:10][CH:9]=1. Procedure details: The mixture of 2c (0.15 g, 0.3 mmol) in HCl aq, 3N. (1 ml) and methanol (4 ml) was heated to reflux for 2 h. After being cooled to room temperature, the reaction mixture was poured into cold water (5 ml) and extracted with dichloromethane (8 ml). The organic layer was dried over MgSO4, concentrated and chromatographed (dichloromethane/acetone, 9:1) to yield 4-[3-(4-aminophenyl)-4,4-dimethyl-5-oxo-2-thioxoimidazolidin-1-yl]-2-trifluoromethylbenzonitrile, 2d, [RD9] (0.118 g, 0.29 mmol, 97%) as a y... Reactants: ClCCl, CCCCCC1COc2cc(C(CO)CO)c(F)cc2C1, O=CC1=Cc2cc(F)cc(F)c2OC1, O. The product is CCCCCC1COc2cc(C3COC(C4=Cc5cc(F)cc(F)c5OC4)OC3)c(F)cc2C1. As a reaction SMILES: [Cl:37][CH2:38][Cl:39].[F:1][c:2]1[cH:3][c:4]2[c:9]([cH:10][c:11]1[CH:12]([CH2:13][OH:14])[CH2:15][OH:16])[O:8][CH2:7][CH:6]([CH2:17][CH2:18][CH2:19][CH2:20][CH3:21])[CH2:5]2.[F:22][c:23]1[cH:24][c:25]2[c:30]([c:31]([F:33])[cH:32]1)[O:29][CH2:28][C:27]([CH:34]=[O:35])=[CH:26]2.[OH2:36]>>[F:1][c:2]1[cH:3][c:4]2[c:9]([cH:10][c:11]1[CH:12]1[CH2:13][O:14][CH:34]([C:27]3=[CH:26][c:25]4[cH:24][c:23]([F:22])[cH:32][c:31]([F:33])[c:30]4[O:29][CH2:28]3)[O:16][CH2:15]1)[O:8][CH2:7][CH:6]([CH2:17][CH2:18][CH2:19][CH2:20][CH3:21])[CH2:5]2. Starting materials: C(C)(C)(C)OC(NC1(CCC(CC1)O[Si](C)(C)C(C)(C)C)CCCO)=O ([4-(tert-Butyl-dimethyl-silanyloxy)-1-(3-hydroxy-propyl)-cyclohexyl]-carbamic acid tert-butyl ester), [H-].[Na+] (sodium hydride), IC (iodomethane), CO (methanol), IC (iodomethane). The solvent is C1CCOC1 (THF), C1CCOC1 (THF). Run at time 14 hour. Yields the product C(C)(C)(C)OC(NC1(CCC(CC1)O[Si](C)(C)C(C)(C)C)CCCOC)=O ([4-(tert-Butyl-dimethyl-silanyloxy)-1-(3-methoxy-propyl)-cyclohexyl]-carbamic acid tert-butyl ester). As a reaction SMILES: [C:1]([O:5][C:6](=[O:26])[NH:7][C:8]1([CH2:22][CH2:23][CH2:24][OH:25])[CH2:13][CH2:12][CH:11]([O:14][Si:15]([C:18]([CH3:21])([CH3:20])[CH3:19])([CH3:17])[CH3:16])[CH2:10][CH2:9]1)([CH3:4])([CH3:3])[CH3:2].[H-].[Na+].I[CH3:30].CO>C1COCC1>[C:1]([O:5][C:6](=[O:26])[NH:7][C:8]1([CH2:22][CH2:23][CH2:24][O:25][CH3:30])[CH2:13][CH2:12][CH:11]([O:14][Si:15]([C:18]([CH3:19])([CH3:20])[CH3:21])([CH3:17])[CH3:16])[CH2:10][CH2:9]1)([CH3:4])([CH3:2])[CH3:3] |f:1.2|. Procedure: A solution of 250 mg (0.65 mmol) of [4-(tert-butyl-dimethyl-silanyloxy)-1-(3-hydroxy-propyl)-cyclohexyl]-carbamic acid tert-butyl ester (32) in 3 mL of THF was dropped into a suspension of 28.3 mg (0.71 mmol) of sodium hydride (60%) in 8 mL THF at 0° C. 120 μL (1.94 mmol) of iodomethane were added, and after stirring for 1 h at room temperature another 120 μL (1.94 mmol) of iodomethane were added. The reaction mixture was stirred for 14 h at room temperature, then 5 mL of methanol were added and... Starting materials: C(=O)C1=C(C=CC=C1)SCCCC(=O)OCC (Ethyl 4-(2-formylphenylthio)butyrate), [H-].[Na+] (sodium hydride), Cl (hydrochloric acid). Run in O1CCCC1 (tetrahydrofuran), O1CCCC1 (tetrahydrofuran). Run at time 1 hour. The product is S1CCC(=CC2=C1C=CC=C2)C(=O)OCC (ethyl 2,3-dihydro-1-benzothiepine-4-carboxylate), S1CCC(=CC2=C1C=CC=C2)C(=O)O (2,3-dihydro-1-benzothiepine-4-carboxylic acid). Yield: 6.4%. Reaction SMILES: [CH:1]([C:3]1[CH:8]=[CH:7][CH:6]=[CH:5][C:4]=1[S:9][CH2:10][CH2:11][CH2:12][C:13]([O:15][CH2:16][CH3:17])=[O:14])=O.[H-].[Na+].Cl>O1CCCC1>[S:9]1[C:4]2[CH:5]=[CH:6][CH:7]=[CH:8][C:3]=2[CH:1]=[C:12]([C:13]([O:15][CH2:16][CH3:17])=[O:14])[CH2:11][CH2:10]1.[S:9]1[C:4]2[CH:5]=[CH:6][CH:7]=[CH:8][C:3]=2[CH:1]=[C:12]([C:13]([OH:15])=[O:14])[CH2:11][CH2:10]1 |f:1.2|. Procedure: Ethyl 4-(2-formylphenylthio)butyrate (537 mg) was dissolved in 6 ml of tetrahydrofuran and a suspension of 60% sodium hydride (102 mg) in 5 ml of tetrahydrofuran was dropped at room temperature. Stirring was conducted at room temperature for 1 hour. The mixture was stirred for 30 minutes under reflux. During cooling in ice, 4 ml of a 1N hydrochloric acid was added. Extraction with 10 ml of ethyl acetate was conducted. The organic layer was washed with 20 ml of water three times. The quantitative... Starting materials: ClC(Cl)Cl, S=C(Cl)Cl, [Na+], [OH-], O, O=C(Oc1c(F)c(F)c(F)c(F)c1F)c1ccc(O)cc1. The product is O=C(Oc1c(F)c(F)c(F)c(F)c1F)c1ccc(OC(=S)Cl)cc1. RXN SMILES: [CH:29]([Cl:30])([Cl:31])[Cl:32].[Cl:24][C:25]([Cl:26])=[S:27].[Na+:2].[OH-:1].[OH2:28].[OH:3][c:4]1[cH:5][cH:6][c:7]([C:8](=[O:9])[O:10][c:11]2[c:12]([F:21])[c:13]([F:20])[c:14]([F:19])[c:15]([F:18])[c:16]2[F:17])[cH:22][cH:23]1>>[O:3]([c:4]1[cH:5][cH:6][c:7]([C:8](=[O:9])[O:10][c:11]2[c:12]([F:21])[c:13]([F:20])[c:14]([F:19])[c:15]([F:18])[c:16]2[F:17])[cH:22][cH:23]1)[C:25]([Cl:24])=[S:27]. The reactants are C(C)OC(/C(=C/C1=C(C=C(C(=O)OC)C=C1)[N+](=O)[O-])/C)=O (Methyl 4-[(1E)-3-ethoxy-2-methyl-3-oxoprop-1-en-1-yl]-3-nitrobenzoate). Reagents/catalysts: [Pd] (palladium/carbon). Solvent: C(C)O (ethanol). The product is CC1C(NC2=CC(=CC=C2C1)C(=O)OC)=O (methyl 3-methyl-2-oxo-1,2,3,4-tetrahydroquinolin-7-carboxylate). RXN SMILES: C([O:3][C:4](=O)/[C:5](/[CH3:20])=[CH:6]/[C:7]1[CH:16]=[CH:15][C:10]([C:11]([O:13][CH3:14])=[O:12])=[CH:9][C:8]=1[N+:17]([O-])=O)C>[Pd].C(O)C>[CH3:20][CH:5]1[CH2:6][C:7]2[C:8](=[CH:9][C:10]([C:11]([O:13][CH3:14])=[O:12])=[CH:15][CH:16]=2)[NH:17][C:4]1=[O:3]. Procedure details: Methyl 4-[(1E)-3-ethoxy-2-methyl-3-oxoprop-1-en-1-yl]-3-nitrobenzoate and palladium/carbon were added to ethanol and the whole was stirred under a hydrogen atmosphere to obtain methyl 3-methyl-2-oxo-1,2,3,4-tetrahydroquinolin-7-carboxylate. The reactants are CCOC(=O)C(Cc1ccccc1)CS(=O)(=O)Cl, ClCCl, CNC, CCO, Cl. The product is CCOC(=O)C(Cc1ccccc1)CS(=O)(=O)N(C)C. RXN SMILES: [CH2:1]([CH3:2])[O:3][C:4]([CH:5]([CH2:6][S:7](=[O:8])(=[O:9])[Cl:10])[CH2:11][c:12]1[cH:13][cH:14][cH:15][cH:16][cH:17]1)=[O:18].[CH2:23]([Cl:24])[Cl:25].[CH3:19][NH:20][CH3:21].[CH3:26][CH2:27][OH:28].[ClH:22]>>[CH2:1]([CH3:2])[O:3][C:4]([CH:5]([CH2:6][S:7](=[O:8])(=[O:9])[N:20]([CH3:19])[CH3:21])[CH2:11][c:12]1[cH:13][cH:14][cH:15][cH:16][cH:17]1)=[O:18].